This data is from the Open Reaction Database (ORD), a public repository of structured organic reaction records. The task is: describe an organic reaction: reactants, conditions, products, and yield Starting materials: BrC1=C(SC=C1)C1=C2C(=NC=C1)N(C=C2)S(=O)(=O)C2=CC=C(C=C2)C (4-(3-bromo-2-thienyl)-1-[(4-methylphenyl)sulfonyl]-1H-pyrrolo[2,3-b]pyridine), C(=O)(OC(C)(C)C)NC1=CC=C(C=C1)B(O)O (4-(N-Boc-amino)phenyl boronic acid), O (water), [OH-].[Ba+2].[OH-] (barium hydroxide). The reagents and catalysts are C=1C=CC(=CC1)[P](C=2C=CC=CC2)(C=3C=CC=CC3)[Pd]([P](C=4C=CC=CC4)(C=5C=CC=CC5)C=6C=CC=CC6)([P](C=7C=CC=CC7)(C=8C=CC=CC8)C=9C=CC=CC9)[P](C=1C=CC=CC1)(C=1C=CC=CC1)C=1C=CC=CC1 (tetrakis(triphenylphosphine)palladium(0)). Solvent: COCCOC (1,2-dimethoxyethane). Run at temperature 80 celsius. Yields the product N1C=CC=2C1=NC=CC2C=2SC=CC2C2=CC=C(C=C2)NC(OC(C)(C)C)=O (1,1-dimethylethyl {4-[2-(1H-pyrrolo[2,3-b]pyridin-4-yl)-3-thienyl]phenyl}carbamate). Isolated yield 40.0%. As a reaction SMILES: Br[C:2]1[CH:6]=[CH:5][S:4][C:3]=1[C:7]1[CH:12]=[CH:11][N:10]=[C:9]2[N:13](S(C3C=CC(C)=CC=3)(=O)=O)[CH:14]=[CH:15][C:8]=12.[C:26]([NH:33][C:34]1[CH:39]=[CH:38][C:37](B(O)O)=[CH:36][CH:35]=1)([O:28][C:29]([CH3:32])([CH3:31])[CH3:30])=[O:27].O.[OH-].[Ba+2].[OH-]>COCCOC.C1C=CC([P]([Pd]([P](C2C=CC=CC=2)(C2C=CC=CC=2)C2C=CC=CC=2)([P](C2C=CC=CC=2)(C2C=CC=CC=2)C2C=CC=CC=2)[P](C2C=CC=CC=2)(C2C=CC=CC=2)C2C=CC=CC=2)(C2C=CC=CC=2)C2C=CC=CC=2)=CC=1>[NH:13]1[C:9]2=[N:10][CH:11]=[CH:12][C:7]([C:3]3[S:4][CH:5]=[CH:6][C:2]=3[C:37]3[CH:36]=[CH:35][C:34]([NH:33][C:26](=[O:27])[O:28][C:29]([CH3:31])([CH3:30])[CH3:32])=[CH:39][CH:38]=3)=[C:8]2[CH:15]=[CH:14]1 |f:3.4.5,^1:56,58,77,96|. Procedure details: To a solution of 4-(3-bromo-2-thienyl)-1-[(4-methylphenyl)sulfonyl]-1H-pyrrolo[2,3-b]pyridine (5.3 mmol) in 40 mL of 1,2-dimethoxyethane was added 4-(N-Boc-amino)phenyl boronic acid (13.8 mmol), tetrakis(triphenylphosphine)palladium(0), (0.17 mmol), water (16 mL) and barium hydroxide (21.2 mmol). The reaction was heated at 80° C. for 36 h. The 1,2-dimethoxyethane was evaporated and the residue taken up in ethyl acetate and washed with water (50 mL). The crude product was purified by silica gel c... The reactants are Nc1ccc(Br)cc1F, CS(=O)[O-], CS(C)=O, I[Cu]I, [Na+], [Na+], [OH-], O=C(O)C1CCCN1. Yields the product CS(=O)(=O)c1ccc(N)c(F)c1. Reaction SMILES: [Br:1][c:2]1[cH:3][c:4]([F:9])[c:5]([NH2:6])[cH:7][cH:8]1.[CH3:10][S:11](=[O:12])[O-:13].[CH3:28][S:29]([CH3:30])=[O:31].[Cu:25]([I:26])[I:27].[Na+:14].[Na+:24].[OH-:23].[OH:15][C:16]([CH:17]1[NH:18][CH2:19][CH2:20][CH2:21]1)=[O:22]>>[c:2]1([S:11]([CH3:10])(=[O:12])=[O:13])[cH:3][c:4]([F:9])[c:5]([NH2:6])[cH:7][cH:8]1. Reactants: COCCOC (Ethylene glycol dimethyl ether), S1C(=CC=C1)B(O)O (thiophene-2-boronic acid), C([O-])([O-])=O.[Na+].[Na+] (sodium carbonate), C(C1=CC=CC=C1)OC1=C(C(=O)NC2=C(C(=O)OC(C)(C)C)C=CC(=C2)Br)C=C(C=C1)N1CCOCC1 (tert-butyl 2-(2-(benzyloxy)-5-(morpholin-4-yl)benzamido)-4-bromobenzoate). Reagents/catalysts: Cl[Pd]([P](C1=CC=CC=C1)(C2=CC=CC=C2)C3=CC=CC=C3)([P](C4=CC=CC=C4)(C5=CC=CC=C5)C6=CC=CC=C6)Cl (bis(triphenylphosphine)palladium(II) dichloride). The solvent is O (water), C(C)(=O)OCC (ethyl acetate), O (water). Yields the product C(C1=CC=CC=C1)OC1=C(C(=O)NC2=C(C(=O)OC(C)(C)C)C=CC(=C2)C=2SC=CC2)C=C(C=C1)N1CCOCC1 (tert-butyl 2-(2-(benzyloxy)-5-(morpholin-4-yl)benzamido)-4-(thiophen-2-yl)benzoate). The yield is 94.5%. RXN SMILES: COCCOC.[S:7]1[CH:11]=[CH:10][CH:9]=[C:8]1B(O)O.C(=O)([O-])[O-].[Na+].[Na+].[CH2:21]([O:28][C:29]1[CH:51]=[CH:50][C:49]([N:52]2[CH2:57][CH2:56][O:55][CH2:54][CH2:53]2)=[CH:48][C:30]=1[C:31]([NH:33][C:34]1[CH:46]=[C:45](Br)[CH:44]=[CH:43][C:35]=1[C:36]([O:38][C:39]([CH3:42])([CH3:41])[CH3:40])=[O:37])=[O:32])[C:22]1[CH:27]=[CH:26][CH:25]=[CH:24][CH:23]=1>Cl[Pd](Cl)([P](C1C=CC=CC=1)(C1C=CC=CC=1)C1C=CC=CC=1)[P](C1C=CC=CC=1)(C1C=CC=CC=1)C1C=CC=CC=1.C(OCC)(=O)C.O>[CH2:21]([O:28][C:29]1[CH:51]=[CH:50][C:49]([N:52]2[CH2:53][CH2:54][O:55][CH2:56][CH2:57]2)=[CH:48][C:30]=1[C:31]([NH:33][C:34]1[CH:46]=[C:45]([C:8]2[S:7][CH:11]=[CH:10][CH:9]=2)[CH:44]=[CH:43][C:35]=1[C:36]([O:38][C:39]([CH3:42])([CH3:41])[CH3:40])=[O:37])=[O:32])[C:22]1[CH:27]=[CH:26][CH:25]=[CH:24][CH:23]=1 |f:2.3.4,^1:60,79|. Procedure: Ethylene glycol dimethyl ether (2.0 mL), water (0.60 mL), thiophene-2-boronic acid (0.054 g), sodium carbonate (0.093 g), and bis(triphenylphosphine)palladium(II) dichloride (4.9 mg) were added to tert-butyl 2-(2-(benzyloxy)-5-(morpholin-4-yl)benzamido)-4-bromobenzoate (0.20 g), followed by heating to reflux under a nitrogen atmosphere for 2 hours. The reaction mixture was cooled to room temperature, and water and ethyl acetate were added thereto. The organic layer was separated and dried over a...